From a dataset of the Open Reaction Database (ORD), a public repository of structured organic reaction records. describe an organic reaction: reactants, conditions, products, and yield Reactants: C(C1=CC=CC=C1)(=O)O (benzoic acid), C(C1=CC=CC=C1)(=O)O (benzoic acid), C(=O)(Cl)Cl (phosgene), CP(CCl)(C)=O (dimethyl-chloromethyl-phosphine oxide). The solvent is ClC1=CC=CC=C1 (chlorobenzene). Product: C(C1=CC=CC=C1)(=O)Cl (benzoyl chloride). RXN SMILES: [C:1]([OH:9])(=O)[C:2]1[CH:7]=[CH:6][CH:5]=[CH:4][CH:3]=1.C(Cl)([Cl:12])=O.CP(=O)(C)CCl>ClC1C=CC=CC=1>[C:1]([Cl:12])(=[O:9])[C:2]1[CH:7]=[CH:6][CH:5]=[CH:4][CH:3]=1. Reported procedure: In the device described for example 1, 122 g of benzoic acid are reacted with phosgene after having added 0.1 g of dimethyl-chloromethyl-phosphine oxide. At the beginning the operation is carried out at a temperature just above the melting point of the benzoic acid (122°C), but while the reaction is continuing the temperature is brought down to approx. 100°C. So as to avoid sublimation, it is useful to add to the reation mixture approx. 20 g of chlorobenzene. The phosgene absorption is terminate...